Dataset: the Open Reaction Database (ORD), a public repository of structured organic reaction records. Task: describe an organic reaction: reactants, conditions, products, and yield Yields the product Cl.COC=1C=C(C=CC1OC)C1CNC2(CCCCC12)C1=CC=CC=C1 (3-(3,4-dimethoxyphenyl)hexahydro-7a-phenylindoline hydrochloride). Reagents/catalysts: [Zn] (Zinc). Reactants: COC=1C=C(C=CC1OC)C1CN(C2(CCCCC12)C1=CC=CC=C1)O (3-(3,4-dimethoxyphenyl)-hexahydro-1-hydroxy-7a-phenylindoline), Cl (hydrochloric acid). Procedure details: Zinc powder (20 g) was added to a stirred solution of 6.5 g (0.018 mole) of 3-(3,4-dimethoxyphenyl)-hexahydro-1-hydroxy-7a-phenylindoline, 150 ml of methanol and 150 ml of 1N hydrochloric acid and the mixture was maintained at reflux for 1/2 hour. The mixture was cooled, treated with excess of 10MKOH and extracted with two one liter portions of ether. The extracts were combined, dried (K2CO3) and filtered. Hydrogen chloride gas was bubbled into the ether solution until complete precipitation of ... Solvent: CO (methanol). As a reaction SMILES: [CH3:1][O:2][C:3]1[CH:4]=[C:5]([CH:11]2[CH:19]3[C:14]([C:20]4[CH:25]=[CH:24][CH:23]=[CH:22][CH:21]=4)([CH2:15][CH2:16][CH2:17][CH2:18]3)[N:13](O)[CH2:12]2)[CH:6]=[CH:7][C:8]=1[O:9][CH3:10].[ClH:27]>[Zn].CO>[ClH:27].[CH3:1][O:2][C:3]1[CH:4]=[C:5]([CH:11]2[CH:19]3[C:14]([C:20]4[CH:21]=[CH:22][CH:23]=[CH:24][CH:25]=4)([CH2:15][CH2:16][CH2:17][CH2:18]3)[NH:13][CH2:12]2)[CH:6]=[CH:7][C:8]=1[O:9][CH3:10] |f:4.5|.